From a dataset of the Open Reaction Database (ORD), a public repository of structured organic reaction records. describe an organic reaction: reactants, conditions, products, and yield The reactants are COC=C(C(=O)OC)c1ccccc1CBr, CS(C)=O, [Na+], [Na+], O, O=P([O-])([O-])O. Yields the product COC=C(C(=O)OC)c1ccccc1C=O. Reaction SMILES: [Br:1][CH2:2][c:3]1[c:4]([C:9]([C:10](=[O:11])[O:12][CH3:13])=[CH:14][O:15][CH3:16])[cH:5][cH:6][cH:7][cH:8]1.[CH3:25][S:26]([CH3:27])=[O:28].[Na+:22].[Na+:23].[OH2:24].[P:17](=[O:18])([O-:19])([O-:20])[OH:21]>>[CH:2]([c:3]1[c:4]([C:9]([C:10](=[O:11])[O:12][CH3:13])=[CH:14][O:15][CH3:16])[cH:5][cH:6][cH:7][cH:8]1)=[O:18]. Starting materials: ClCCl, Cc1cc(-c2nc3ccc(Oc4ccccc4F)nc3o2)cc(C)c1OCC(=O)OC(C)(C)C, O=C(O)C(F)(F)F. Yields the product Cc1cc(-c2nc3ccc(Oc4ccccc4F)nc3o2)cc(C)c1OCC(=O)O. As a reaction SMILES: [Cl:42][CH2:43][Cl:44].[F:8][c:9]1[c:10]([O:11][c:12]2[cH:13][cH:14][c:15]3[c:16]([n:17]2)[o:18][c:19](-[c:21]2[cH:22][c:23]([CH3:37])[c:24]([O:25][CH2:26][C:27](=[O:28])[O:29][C:30]([CH3:31])([CH3:32])[CH3:33])[c:34]([CH3:36])[cH:35]2)[n:20]3)[cH:38][cH:39][cH:40][cH:41]1.[OH:1][C:2]([C:3]([F:4])([F:5])[F:6])=[O:7]>>[F:8][c:9]1[c:10]([O:11][c:12]2[cH:13][cH:14][c:15]3[c:16]([n:17]2)[o:18][c:19](-[c:21]2[cH:22][c:23]([CH3:37])[c:24]([O:25][CH2:26][C:27](=[O:28])[OH:29])[c:34]([CH3:36])[cH:35]2)[n:20]3)[cH:38][cH:39][cH:40][cH:41]1. Reactants: Cl.C(C1=CC=CC=C1)N1CCC(C(CC1)=C=NO)Cl (1-benzyl-4-chloro-2,3,6,7-tetrahydro-5-oximinomethylene-1H-azepine hydrochloride). The solvent is P(=O)(Cl)(Cl)Cl (phosphorus oxychloride). Run at time 8 hour. The product is C(C1=CC=CC=C1)N1CCC(=C(CC1)C#N)Cl (1-Benzyl-4-chloro-5-cyano-2,3,6,7-tetrahydro-1H-azepine). As a reaction SMILES: Cl.[CH2:2]([N:9]1[CH2:15][CH2:14][C:13](=[C:16]=[N:17]O)[CH:12]([Cl:19])[CH2:11][CH2:10]1)[C:3]1[CH:8]=[CH:7][CH:6]=[CH:5][CH:4]=1>P(Cl)(Cl)(Cl)=O>[CH2:2]([N:9]1[CH2:15][CH2:14][C:13]([C:16]#[N:17])=[C:12]([Cl:19])[CH2:11][CH2:10]1)[C:3]1[CH:4]=[CH:5][CH:6]=[CH:7][CH:8]=1 |f:0.1|. Reported procedure: 43.5 gm (0.144 mol) of 1-benzyl-4-chloro-2,3,6,7-tetrahydro-5-oximinomethylene-1H-azepine hydrochloride were added to 450 ml of phosphorus oxychloride while stirring at ambient temperature. The mixture was then stirred for 3 hours more, and the reaction mixture was then allowed to stand overnight. Then, the excess phosphorus oxychloride was distilled off in a rotary evaporator, and the residue was carefully mixed with water while cooling with ice. While cooling was continued, the mixture was mad... Reactants: B(Br)(Br)Br (Boron tribromide), BrC1=CC=C2OC=3C(=CC(=CC3C\3(C2=C1)COCC\C(=N3)\N)OC)F ((E)-7′-bromo-4′-fluoro-2′-methoxy-6,7-dihydro-2H-spiro[[1,4]oxazepine-3,9′-xanthen]-5-amine), C([O-])(O)=O.[Na+] (sodium bicarbonate). Run in C(Cl)Cl (DCM). Run at time 5 minute. Yields the product N/C/1=N/C2(C3=CC(=CC=C3OC=3C(=CC(=CC23)O)F)Br)COCC1 ((E)-5-amino-7′-bromo-4′-fluoro-6,7-dihydro-2H-spiro[[1,4]oxazepine-3,9′-xanthen]-2′-ol). Reaction SMILES: [Br:1][C:2]1[CH:15]=[C:14]2[C:5]([O:6][C:7]3[C:8]([F:25])=[CH:9][C:10]([O:23]C)=[CH:11][C:12]=3[C:13]32[CH2:16][O:17][CH2:18][CH2:19][C:20]([NH2:22])=[N:21]3)=[CH:4][CH:3]=1.B(Br)(Br)Br.C(=O)(O)[O-].[Na+]>C(Cl)Cl>[NH2:22][C:20]1=[N:21][C:13]2([CH2:16][O:17][CH2:18][CH2:19]1)[C:12]1[CH:11]=[C:10]([OH:23])[CH:9]=[C:8]([F:25])[C:7]=1[O:6][C:5]1[C:14]2=[CH:15][C:2]([Br:1])=[CH:3][CH:4]=1 |f:2.3|. Procedure: A solution of (E)-7′-bromo-4′-fluoro-2′-methoxy-6,7-dihydro-2H-spiro[[1,4]oxazepine-3,9′-xanthen]-5-amine (0.990 g, 2.431 mmol) in DCM (24.31 mL) was cooled in an ice-bath for 5 min. Boron tribromide (0.919 mL, 9.72 mmol) was added dropwise to give a resulting brown mixture. The mixture was stirred for 1 h, at which time a saturated aq. sodium bicarbonate solution (25 mL) was added. The mixture was stirred for 5 min. and concentrated on a rotary evaporator to remove the DCM. The mixture was heat... The reactants are COc1cc(C(=O)NCc2ccc(-c3noc(C)n3)cc2[N+](=O)[O-])cc(OC)c1C, CC(=O)O, CCO, CCOC(C)=O, [Fe], O. Yields the product COc1cc(C(=O)NCc2ccc(-c3noc(C)n3)cc2N)cc(OC)c1C. As a reaction SMILES: [CH3:1][O:2][c:3]1[cH:4][c:5]([C:6](=[O:7])[NH:8][CH2:9][c:10]2[c:11]([N+:22]([O-:23])=[O:24])[cH:12][c:13](-[c:16]3[n:17][o:18][c:19]([CH3:21])[n:20]3)[cH:14][cH:15]2)[cH:25][c:26]([O:29][CH3:30])[c:27]1[CH3:28].[CH3:31][C:32](=[O:33])[OH:34].[CH3:36][CH2:37][OH:38].[CH3:39][CH2:40][O:41][C:42](=[O:43])[CH3:44].[Fe:45].[OH2:35]>>[CH3:1][O:2][c:3]1[cH:4][c:5]([C:6](=[O:7])[NH:8][CH2:9][c:10]2[c:11]([NH2:22])[cH:12][c:13](-[c:16]3[n:17][o:18][c:19]([CH3:21])[n:20]3)[cH:14][cH:15]2)[cH:25][c:26]([O:29][CH3:30])[c:27]1[CH3:28].